This data is from the Open Reaction Database (ORD), a public repository of structured organic reaction records. The task is: describe an organic reaction: reactants, conditions, products, and yield Starting materials: [Br-], [Br-], [Br-], CCCC[N+](CCCC)(CCCC)CCCC, CCCC[N+](CCCC)(CCCC)CCCC, CCCC[N+](CCCC)(CCCC)CCCC, ClC(Cl)Cl, Oc1ccc(Oc2ncc(C(F)(F)F)cc2Cl)cc1. Yields the product Oc1ccc(Oc2ncc(C(F)(F)F)cc2Cl)cc1Br. Reaction SMILES: [Br-:20].[Br-:21].[Br-:22].[CH2:23]([N+:24]([CH2:25][CH2:26][CH2:27][CH3:28])([CH2:29][CH2:30][CH2:31][CH3:32])[CH2:33][CH2:34][CH2:35][CH3:36])[CH2:37][CH2:38][CH3:39].[CH2:40]([N+:41]([CH2:42][CH2:43][CH2:44][CH3:45])([CH2:46][CH2:47][CH2:48][CH3:49])[CH2:50][CH2:51][CH2:52][CH3:53])[CH2:54][CH2:55][CH3:56].[CH2:57]([N+:58]([CH2:59][CH2:60][CH2:61][CH3:62])([CH2:63][CH2:64][CH2:65][CH3:66])[CH2:67][CH2:68][CH2:69][CH3:70])[CH2:71][CH2:72][CH3:73].[CH:74]([Cl:75])([Cl:76])[Cl:77].[Cl:1][c:2]1[c:3]([O:12][c:13]2[cH:14][cH:15][c:16]([OH:19])[cH:17][cH:18]2)[n:4][cH:5][c:6]([C:8]([F:9])([F:10])[F:11])[cH:7]1>>[Cl:1][c:2]1[c:3]([O:12][c:13]2[cH:14][cH:15][c:16]([OH:19])[c:17]([Br:20])[cH:18]2)[n:4][cH:5][c:6]([C:8]([F:9])([F:10])[F:11])[cH:7]1. Reactants: CC(C)(C)OC(=O)NC1(c2ccc(-c3c(-c4ccccc4)oc4c(C(=O)O)cccc4c3=O)cc2)CCC1, Cc1ccccc1, ClCCl, O=C(O)C(F)(F)F. Reaction SMILES: [C:8]([O:9][C:10](=[O:11])[NH:15][C:16]1([c:20]2[cH:21][cH:22][c:23](-[c:26]3[c:27](-[c:40]4[cH:41][cH:42][cH:43][cH:44][cH:45]4)[o:28][c:29]4[c:30]([C:37](=[O:38])[OH:39])[cH:31][cH:32][cH:33][c:34]4[c:35]3=[O:36])[cH:24][cH:25]2)[CH2:17][CH2:18][CH2:19]1)([CH3:12])([CH3:13])[CH3:14].[CH3:49][c:50]1[cH:51][cH:52][cH:53][cH:54][cH:55]1.[Cl:46][CH2:47][Cl:48].[F:1][C:2]([F:3])([F:4])[C:5]([OH:6])=[O:7]>>[NH2:15][C:16]1([c:20]2[cH:21][cH:22][c:23](-[c:26]3[c:27](-[c:40]4[cH:41][cH:42][cH:43][cH:44][cH:45]4)[o:28][c:29]4[c:30]([C:37](=[O:38])[OH:39])[cH:31][cH:32][cH:33][c:34]4[c:35]3=[O:36])[cH:24][cH:25]2)[CH2:17][CH2:18][CH2:19]1. Yields the product NC1(c2ccc(-c3c(-c4ccccc4)oc4c(C(=O)O)cccc4c3=O)cc2)CCC1. Starting materials: C(#N)N1CCC(CC1)N(C(C1=CC=C(C=C1)C1=CN=CO1)=O)C1CC1 (N-(1-cyano-piperidin-4-yl)-N-cyclopropyl-4-oxazol-5-yl-benzamide), ONC(CC1=CC=CC=C1)=N (N-hydroxy-2-phenyl-acetamidine). Product: C(C1=CC=CC=C1)C1=NOC(=N1)N1CCC(CC1)N(C(C1=CC=C(C=C1)C1=CN=CO1)=O)C1CC1 (N-[1-(3-Benzyl-[1,2,4]oxadiazol-5-yl)-piperidin-4-yl]-N-cyclopropyl-4-oxazol-5-yl-benzamide). Reaction SMILES: [C:1]([N:3]1[CH2:8][CH2:7][CH:6]([N:9]([CH:23]2[CH2:25][CH2:24]2)[C:10](=[O:22])[C:11]2[CH:16]=[CH:15][C:14]([C:17]3[O:21][CH:20]=[N:19][CH:18]=3)=[CH:13][CH:12]=2)[CH2:5][CH2:4]1)#[N:2].[OH:26][NH:27][C:28](=N)[CH2:29][C:30]1[CH:35]=[CH:34][CH:33]=[CH:32][CH:31]=1>>[CH2:29]([C:28]1[N:2]=[C:1]([N:3]2[CH2:4][CH2:5][CH:6]([N:9]([CH:23]3[CH2:25][CH2:24]3)[C:10](=[O:22])[C:11]3[CH:12]=[CH:13][C:14]([C:17]4[O:21][CH:20]=[N:19][CH:18]=4)=[CH:15][CH:16]=3)[CH2:7][CH2:8]2)[O:26][N:27]=1)[C:30]1[CH:35]=[CH:34][CH:33]=[CH:32][CH:31]=1. Reported procedure: The title compound is prepared from N-(1-cyano-piperidin-4-yl)-N-cyclopropyl-4-oxazol-5-yl-benzamide and N-hydroxy-2-phenyl-acetamidine following a procedure analogous to that described in Example 1. LC (method 6): tR=1.69 min; Mass spectrum (ESI+): m/z=470 [M+H]+. The reactants are CCOC(=O)C(C)c1ccc(O)cc1, CC(=O)O, O, O=[N+]([O-])O. Yields the product CCOC(=O)C(C)c1ccc(O)c([N+](=O)[O-])c1. Reaction SMILES: [CH2:1]([CH3:2])[O:3][C:4]([CH:5]([CH3:6])[c:7]1[cH:8][cH:9][c:10]([OH:13])[cH:11][cH:12]1)=[O:14].[CH3:20][C:21](=[O:22])[OH:23].[OH2:19].[OH:15][N+:16]([O-:17])=[O:18]>>[CH2:1]([CH3:2])[O:3][C:4]([CH:5]([CH3:6])[c:7]1[cH:8][cH:9][c:10]([OH:13])[c:11]([N+:16](=[O:15])[O-:17])[cH:12]1)=[O:14]. Reactants: O=C(Cl)CC(CBr)Cc1ccccc1, CO, [Cl-], ClCCl, [NH4+], c1ccncc1, NN=C(Cc1ccnc2ccccc12)c1ccccn1. Yields the product O=C(CC(CBr)Cc1ccccc1)NN=C(Cc1ccnc2ccccc12)c1ccccn1. As a reaction SMILES: [CH2:27]([c:28]1[cH:29][cH:30][cH:31][cH:32][cH:33]1)[CH:34]([CH2:35][C:36](=[O:37])[Cl:38])[CH2:39][Br:40].[CH3:41][OH:42].[Cl-:46].[Cl:43][CH2:44][Cl:45].[NH4+:47].[cH:21]1[cH:22][cH:23][n:24][cH:25][cH:26]1.[n:1]1[c:2]([C:7]([CH2:8][c:9]2[cH:10][cH:11][n:12][c:13]3[cH:14][cH:15][cH:16][cH:17][c:18]23)=[N:19][NH2:20])[cH:3][cH:4][cH:5][cH:6]1>>[n:1]1[c:2]([C:7]([CH2:8][c:9]2[cH:10][cH:11][n:12][c:13]3[cH:14][cH:15][cH:16][cH:17][c:18]23)=[N:19][NH:20][C:36]([CH2:35][CH:34]([CH2:27][c:28]2[cH:29][cH:30][cH:31][cH:32][cH:33]2)[CH2:39][Br:40])=[O:37])[cH:3][cH:4][cH:5][cH:6]1. Reactants: C(C1=CC=CC=C1)ONC[C@H](C(=O)O)CCCCC ((R)-3-Benzyloxyamino-2-pentylpropionic acid), C(C)(=O)OC(C)=O (acetic anhydride). Run in C(=O)O (HCO2H), ClCCl (dichloromethane). Reaction conditions: temperature 0 celsius, time 3 hour. Product: C(C1=CC=CC=C1)OC(=O)NC[C@H](C(=O)O)CCCCC ((2R)-[(benzyloxyformylamino)methyl]heptanoic acid). Yield: 189.3%. RXN SMILES: C(O[NH:9][CH2:10][C@@H:11]([CH2:15][CH2:16][CH2:17][CH2:18][CH3:19])[C:12]([OH:14])=[O:13])C1C=CC=CC=1.[C:20]([O:23][C:24](=O)[CH3:25])(=[O:22])C>C(O)=O.ClCCl>[CH2:24]([O:23][C:20]([NH:9][CH2:10][C@@H:11]([CH2:15][CH2:16][CH2:17][CH2:18][CH3:19])[C:12]([OH:14])=[O:13])=[O:22])[C:25]1[CH:17]=[CH:16][CH:15]=[CH:11][CH:10]=1. Reported procedure: To a cold solution of (R)-3-Benzyloxyamino-2-pentylpropionic acid (1.03 g, 3.89 mmol) in HCO2H (19 mL) and dichloromethane (19 mL) at 0° C. was added acetic anhydride (3.9 mL, 41.2 mmol). The mixture was stirred at 0° C. for 3 hours. The volatiles were removed by evaporation under vacuum. Dichloromethane (50 mL) was added to it. It was washed with brine (50 mL×2), and dried over MgSO4. Filtration and evaporation under vacuum provided the title compound (1.08 g, 95%). 1H NMR (400 MHz, CHCl3) δ 8.... Starting materials: O=Cc1cccc(Br)n1, O=C([O-])[O-], CC(C)N, ClCCl, [Na+], [Na+]. The product is CC(C)NCc1cccc(Br)n1. RXN SMILES: [Br:1][c:2]1[cH:3][cH:4][cH:5][c:6]([CH:8]=[O:9])[n:7]1.[C:14](=[O:15])([O-:16])[O-:17].[CH3:10][CH:11]([CH3:12])[NH2:13].[Cl:20][CH2:21][Cl:22].[Na+:18].[Na+:19]>>[Br:1][c:2]1[cH:3][cH:4][cH:5][c:6]([CH2:8][NH:13][CH:11]([CH3:10])[CH3:12])[n:7]1. Starting materials: C(C1=CC=CC=C1)NC1CN(C1)C(=O)OC(C)(C)C (tert-butyl 3-(benzylamino)azetidine-1-carboxylate), CI (methyl iodide), C([O-])([O-])=O.[Cs+].[Cs+] (cesium carbonate). Solvent: CN(C)C=O (DMF), C(C)(=O)OCC (ethyl acetate). Run at temperature 60 celsius, time 2 hour. Product: C(C1=CC=CC=C1)N(C1CN(C1)C(=O)OC(C)(C)C)C (tert-butyl 3-(benzyl(methyl)amino)azetidine-1-carboxylate). Yield: 425.9%. As a reaction SMILES: [CH2:1]([NH:8][CH:9]1[CH2:12][N:11]([C:13]([O:15][C:16]([CH3:19])([CH3:18])[CH3:17])=[O:14])[CH2:10]1)[C:2]1[CH:7]=[CH:6][CH:5]=[CH:4][CH:3]=1.CI.[C:22](=O)([O-])[O-].[Cs+].[Cs+]>CN(C=O)C.C(OCC)(=O)C>[CH2:1]([N:8]([CH3:22])[CH:9]1[CH2:12][N:11]([C:13]([O:15][C:16]([CH3:19])([CH3:18])[CH3:17])=[O:14])[CH2:10]1)[C:2]1[CH:3]=[CH:4][CH:5]=[CH:6][CH:7]=1 |f:2.3.4|. Procedure: A solution of tert-butyl 3-(benzylamino)azetidine-1-carboxylate (13a) (0.55 gm, 2.09 mmol) in DMF was added methyl iodide (0.26 ml, 4.18 mmol) and cesium carbonate (1.36 gm, 4.18 mmol). The resultant reaction mixture was then warmed to 60° C. and stirred for 2 h. The reaction mixture was then diluted with ethyl acetate (100 ml), washed with water (3×25 ml), brine, dried over sodium sulfate and concentrated under vacuum. The crude product was purified by column chromatography to give compound (13... Reactants: [BH4-].[Na+] (sodium borohydride), C(C1=CC=CC=C1)N=C1CCN(CC1)C(=O)C=1C=C2CCC(NC2=CC1)=O (6-(4-benzylimino-1-piperidyl)carbonyl-3,4-dihydrocarbostyril), C([O-])([O-])=O.[Na+].[Na+] (sodium carbonate). The solvent is CO (methanol). Conditions: time 8 hour. Product: C(C1=CC=CC=C1)NC1CCN(CC1)C(=O)C=1C=C2CCC(NC2=CC1)=O (6-(4-benzylamino-1-piperidyl)carbonyl-3,4-dihydrocarbostyril). RXN SMILES: [CH2:1]([N:8]=[C:9]1[CH2:14][CH2:13][N:12]([C:15]([C:17]2[CH:18]=[C:19]3[C:24](=[CH:25][CH:26]=2)[NH:23][C:22](=[O:27])[CH2:21][CH2:20]3)=[O:16])[CH2:11][CH2:10]1)[C:2]1[CH:7]=[CH:6][CH:5]=[CH:4][CH:3]=1.[BH4-].[Na+].C(=O)([O-])[O-].[Na+].[Na+]>CO>[CH2:1]([NH:8][CH:9]1[CH2:10][CH2:11][N:12]([C:15]([C:17]2[CH:18]=[C:19]3[C:24](=[CH:25][CH:26]=2)[NH:23][C:22](=[O:27])[CH2:21][CH2:20]3)=[O:16])[CH2:13][CH2:14]1)[C:2]1[CH:7]=[CH:6][CH:5]=[CH:4][CH:3]=1 |f:1.2,3.4.5|. Procedure: Thus obtained 6-(4-benzylimino-1-piperidyl)carbonyl-3,4-dihydrocarbostyril was dissolved in 30 ml of methanol, then 1 g of sodium borohydride was added thereto gradually, and the reaction mixture was stirred at room temperature overnight. The reaction mixture was poured into ice-diluted hydrochloric acid mixture, then the whole mixture was made alkaline by adding sodium carbonate, then extracted with chloroform, the extract was dried with anhydrous sodium carbonate, then the solvent was removed ... Starting materials: NC=1C=CC(=NC1)OC (5-amino-2-methoxypyridine), C(C1=CC=CC=C1)=O (benzaldehyde), C(#N)[BH3-].[Na+] (sodium cyanoborohydride), C(O)([O-])=O.[Na+] (sodium hydrogen carbonate). The solvent is ClCCl (dichloromethane), C(C)(=O)O (acetic acid), O (water). Reaction conditions: time 20 minute. Yields the product COC1=CC=C(C=N1)NCC1=CC=CC=C1 (6-(methyloxy)-N-(phenylmethyl)-3-pyridinamine), solid. The yield is 20.0%. RXN SMILES: [NH2:1][C:2]1[CH:3]=[CH:4][C:5]([O:8][CH3:9])=[N:6][CH:7]=1.[CH:10](=O)[C:11]1[CH:16]=[CH:15][CH:14]=[CH:13][CH:12]=1.C([BH3-])#N.[Na+].C(=O)([O-])O.[Na+]>ClCCl.O.C(O)(=O)C>[CH3:9][O:8][C:5]1[N:6]=[CH:7][C:2]([NH:1][CH2:10][C:11]2[CH:16]=[CH:15][CH:14]=[CH:13][CH:12]=2)=[CH:3][CH:4]=1 |f:2.3,4.5|. Procedure details: A solution of 5-amino-2-methoxypyridine (1.00 g, 8.06 mmol) in dichloromethane (20.0 mL) was treated with benzaldehyde (0.080 mL, 8.06 mmol) followed by stirring at ambient temperature for 20 min. The mixture was then treated with sodium cyanoborohydride (1.79 g, 8.46 mmol) followed by acetic acid (0.460 mL, 8.06) and continued stirring for 2 h. The solution was treated with water and saturated sodium hydrogen carbonate, and then extracted twice with dichloromethane. The combined organic portion...